From a dataset of the Open Reaction Database (ORD), a public repository of structured organic reaction records. describe an organic reaction: reactants, conditions, products, and yield Starting materials: COc1cc2nccc(Cl)c2cc1C(N)=O, CS(C)=O, CN(C(=O)Nc1ccc(F)cc1)c1ccc(O)cc1F, [H-], [Na+], O. Yields the product COc1cc2nccc(Oc3ccc(N(C)C(=O)Nc4ccc(F)cc4)c(F)c3)c2cc1C(N)=O. RXN SMILES: [C:1]([NH2:2])(=[O:3])[c:4]1[cH:5][c:6]2[c:7]([Cl:16])[cH:8][cH:9][n:10][c:11]2[cH:12][c:13]1[O:14][CH3:15].[CH3:40][S:41]([CH3:42])=[O:43].[F:17][c:18]1[c:19]([N:25]([C:26](=[O:27])[NH:28][c:29]2[cH:30][cH:31][c:32]([F:35])[cH:33][cH:34]2)[CH3:36])[cH:20][cH:21][c:22]([OH:24])[cH:23]1.[H-:37].[Na+:38].[OH2:39]>>[C:1]([NH2:2])(=[O:3])[c:4]1[cH:5][c:6]2[c:7]([O:24][c:22]3[cH:21][cH:20][c:19]([N:25]([C:26](=[O:27])[NH:28][c:29]4[cH:30][cH:31][c:32]([F:35])[cH:33][cH:34]4)[CH3:36])[c:18]([F:17])[cH:23]3)[cH:8][cH:9][n:10][c:11]2[cH:12][c:13]1[O:14][CH3:15].